From a dataset of the Open Reaction Database (ORD), a public repository of structured organic reaction records. describe an organic reaction: reactants, conditions, products, and yield Product: C(C)(=O)C=1C=CC(=C(C1)N=C1SC(C(N1CC1=CC=CC=C1)=O)=CN(C)C1=CC=CC=C1)NCC (2-(5-acetyl-2-ethylamino-phenylimino)-3-benzyl-5-[(N-methyl-phenylamino)-methylene]-thiazolidin-4-one). Starting materials: NC=1C=C(C=CC1NCC)C(C)=O (3′-amino-4′-ethylamino-acetophenone), C(C1=CC=CC=C1)N1C(SC(C1=O)=CN(C)C1=CC=CC=C1)=S (3-benzyl-5-[(N-methyl-phenylamino)-methylene]-2-thioxo-thiazolidin-4-one), C1(=CC=C(C=C1)S(=O)(=O)OC)C (methyl p-toluenesulfonate), intermediate, TEA. Solvent: CC#N (MeCN), CN(C)C=O (DMF). Reported procedure: A mixture of 3-benzyl-5-[(N-methyl-phenylamino)-methylene]-2-thioxo-thiazolidin-4-one (0.40 g, 1.2 mmol) and methyl p-toluenesulfonate (0.26 g, 1.4 mmol) in DMF (2 mL, anhyd) was heated at 125° C. After 2 h, the reaction mixture was cooled and an aliquot (0.4 mL) of the intermediate was transferred to an oven-dried vial. The intermediate was diluted with MeCN (2 mL, anhyd) and charged with 3′-amino-4′-ethylamino-acetophenone (53 mg, 0.30 mmol). The reaction mixture was warmed to 50° C., charged ... As a reaction SMILES: [CH2:1]([N:8]1[C:12](=[O:13])[C:11](=[CH:14][N:15]([C:17]2[CH:22]=[CH:21][CH:20]=[CH:19][CH:18]=2)[CH3:16])[S:10][C:9]1=S)[C:2]1[CH:7]=[CH:6][CH:5]=[CH:4][CH:3]=1.C1(C)C=CC(S(OC)(=O)=O)=CC=1.[NH2:36][C:37]1[CH:38]=[C:39]([C:46](=[O:48])[CH3:47])[CH:40]=[CH:41][C:42]=1[NH:43][CH2:44][CH3:45]>CN(C=O)C.CC#N>[C:46]([C:39]1[CH:40]=[CH:41][C:42]([NH:43][CH2:44][CH3:45])=[C:37]([N:36]=[C:9]2[N:8]([CH2:1][C:2]3[CH:7]=[CH:6][CH:5]=[CH:4][CH:3]=3)[C:12](=[O:13])[C:11](=[CH:14][N:15]([C:17]3[CH:22]=[CH:21][CH:20]=[CH:19][CH:18]=3)[CH3:16])[S:10]2)[CH:38]=1)(=[O:48])[CH3:47]. Run at temperature 125 celsius, time 2 hour. Isolated yield 9.6%. The reactants are compound ( 6 ), [Cl-].[Na+] (sodium chloride), CS(=O)(=O)C1=NSC(=N1)C1=CC(=CC=C1)F (3-methylsulfonyl-5-(3-fluorophenyl)-1,2,4-thiadiazole), C(C#CC)O (2-butyne-1-ol), [H-].[Na+] (sodium hydride). Solvent: CN(C=O)C (N,N-dimethylformamide). Reaction conditions: time 10 minute. The product is FC=1C=C(C=CC1)C1=NC(=NS1)OCC#CC (5-(3-fluorophenyl)-3-(2-butynyloxy)-1,2,4-thiadiazole). Yield: 85.9%. As a reaction SMILES: CS([C:5]1[N:9]=[C:8]([C:10]2[CH:15]=[CH:14][CH:13]=[C:12]([F:16])[CH:11]=2)[S:7][N:6]=1)(=O)=O.[CH2:17]([OH:21])[C:18]#[C:19][CH3:20].[H-].[Na+].[Cl-].[Na+]>CN(C)C=O>[F:16][C:12]1[CH:11]=[C:10]([C:8]2[S:7][N:6]=[C:5]([O:21][CH2:17][C:18]#[C:19][CH3:20])[N:9]=2)[CH:15]=[CH:14][CH:13]=1 |f:2.3,4.5|. Reported procedure: In 3 ml of N,N-dimethylformamide, 350 mg of 3-methylsulfonyl-5-(3-fluorophenyl)-1,2,4-thiadiazole and 105 mg of 2-butyne-1-ol were dissolved, to the resulting solution was added 65 mg of sodium hydride (60% oily) with ice-cooling, and the mixture was stirred for 10 minutes, and further stirred at room temperature for 4 hours. Then, the reaction mixture was poured into an aqueous saturated sodium chloride solution, and the mixture was extracted with t-butyl methyl ether. The residue obtained by c... The reactants are Cc1noc(-c2ccc(Br)cc2)c1CO, C[N+]1([O-])CCOCC1, CCC[N+](CCC)(CCC)CCC, ClCCl, O=[Ru](=O)(=O)[O-]. Product: Cc1noc(-c2ccc(Br)cc2)c1C=O. RXN SMILES: [Br:1][c:2]1[cH:3][cH:4][c:5](-[c:8]2[c:9]([CH2:14][OH:15])[c:10]([CH3:13])[n:11][o:12]2)[cH:6][cH:7]1.[CH3:16][N+:17]1([O-:18])[CH2:19][CH2:20][O:21][CH2:22][CH2:23]1.[CH3:32][CH2:33][CH2:34][N+:35]([CH2:36][CH2:37][CH3:38])([CH2:39][CH2:40][CH3:41])[CH2:42][CH2:43][CH3:44].[Cl:24][CH2:25][Cl:26].[O-:27][Ru:28](=[O:29])(=[O:30])=[O:31]>>[Br:1][c:2]1[cH:3][cH:4][c:5](-[c:8]2[c:9]([CH:14]=[O:15])[c:10]([CH3:13])[n:11][o:12]2)[cH:6][cH:7]1. Reactants: Clc1ncc(Br)cn1, CC(C)(C)OC(=O)NC1CCNC1, CCN(C(C)C)C(C)C, CC#N, ClCCl. Product: CC(C)(C)OC(=O)NC1CCN(c2ncc(Br)cn2)C1. Reaction SMILES: [Br:1][c:2]1[cH:3][n:4][c:5]([Cl:8])[n:6][cH:7]1.[C:9]([CH3:10])([CH3:11])([CH3:12])[O:13][C:14]([NH:15][CH:16]1[CH2:17][NH:18][CH2:19][CH2:20]1)=[O:21].[CH2:22]([N:23]([CH:24]([CH3:25])[CH3:26])[CH:27]([CH3:28])[CH3:29])[CH3:30].[CH3:34][C:35]#[N:36].[Cl:31][CH2:32][Cl:33]>>[Br:1][c:2]1[cH:3][n:4][c:5]([N:18]2[CH2:17][CH:16]([NH:15][C:14]([O:13][C:9]([CH3:10])([CH3:11])[CH3:12])=[O:21])[CH2:20][CH2:19]2)[n:6][cH:7]1. Run in C(C)#N (acetonitrile). Reaction SMILES: [O-:1][S:2]([C:5]([F:8])([F:7])[F:6])(=[O:4])=[O:3].[CH2:9]([N+:11]12[CH2:18][CH2:17][N:14]([CH2:15][CH2:16]1)[CH2:13][CH2:12]2)[CH3:10].[O-:19][S:20]([C:23]([F:26])([F:25])[F:24])(=[O:22])=[O:21].[Li+]>C(#N)C>[O-:4][S:2]([C:5]([F:8])([F:7])[F:6])(=[O:3])=[O:1].[O-:22][S:20]([C:23]([F:26])([F:25])[F:24])(=[O:21])=[O:19].[CH2:9]([N+:11]12[CH2:18][CH2:17][N+:14]([F:24])([CH2:15][CH2:16]1)[CH2:13][CH2:12]2)[CH3:10] |f:0.1,2.3,5.6.7|. Procedure details: The reaction described in Example ID was repeated, using 1-ethyl-4-aza-1-azoniabicyclo[2,2,2]octane triflate (1.5 g, 5.2 mmol) in dry acetonitrile (200 cm3) in place of its N-methyl analogue and an equimolar proportion of lithium triflate (0.8 g). Work-up of the product, as in Example ID, afforded 1-ethyl-4-fluoro-1,4-diazoniabicyclo[2,2,2]octane ditriflate (1.9 g, 4.1 mmol, 80%), m.p. 236°-238° C. (dec.), δF (soln. in D2O; ext. TFA) 0.02 (s; CF3SO3-), 124.0 (br. m; FN+) p.p.m., δH (same soln.) ... The reactants are [O-]S(=O)(=O)C(F)(F)F.C(C)[N+]12CCN(CC1)CC2 (1-ethyl-4-aza-1-azoniabicyclo[2,2,2]octane triflate), [O-]S(=O)(=O)C(F)(F)F.[Li+] (lithium triflate). The product is [O-]S(=O)(=O)C(F)(F)F.[O-]S(=O)(=O)C(F)(F)F.C(C)[N+]12CC[N+](CC1)(CC2)F (1-ethyl-4-fluoro-1,4-diazoniabicyclo[2,2,2]octane ditriflate). Yield: 159.9%. Reactants: BrC1=CC=C(C=C1)Br (1,4-dibromobenzene), [Li]CCCC (nBuLi), FC1=C(C=NC(CO)CC(C)C)C=CC(=C1)F (2-[(2,4-difluorobenzylidene)-amino]-4-methylpentan-1-ol). Solvent: CCOCC (ether), CCOCC (ether). Run at time 1 hour. Yields the product BrC1=CC=C(C=C1)[C@@H](C1=C(C=C(C=C1)F)F)N[C@H](CO)CC(C)C ((2S)-2-{(S)-[(4-bromophenyl)-(2,4-difluorophenyl)-methyl]-amino}-4-methylpentan-1-ol). RXN SMILES: Br[C:2]1[CH:7]=[CH:6][C:5]([Br:8])=[CH:4][CH:3]=1.[Li]CCCC.[F:14][C:15]1[CH:29]=[C:28]([F:30])[CH:27]=[CH:26][C:16]=1[CH:17]=[N:18][CH:19]([CH2:22][CH:23]([CH3:25])[CH3:24])[CH2:20][OH:21]>CCOCC>[Br:8][C:5]1[CH:6]=[CH:7][C:2]([C@H:17]([NH:18][C@@H:19]([CH2:22][CH:23]([CH3:25])[CH3:24])[CH2:20][OH:21])[C:16]2[CH:26]=[CH:27][C:28]([F:30])=[CH:29][C:15]=2[F:14])=[CH:3][CH:4]=1. Procedure: To a solution of 1,4-dibromobenzene (24.5 g, 100 mmol, 5 eq) in dry ether (200 mL) under nitrogen atmosphere at −30° C., nBuLi (64.75 mL, 1.6 M solution in hexanes, 5 eq) was added and the reaction mixture was stirred for 1 h. A solution of 2-[(2,4-difluorobenzylidene)-amino]-4-methylpentan-1-ol (5 g, 20 mmol) in dry ether was added slowly at −30° C. After stirring for 4 h, the reaction was quenched with water. The ether layer was washed with saturated solution of NaCl, and dried over MgSO4. The... Reactants: NC(=O)N.P(=O)([O-])([O-])[O-] (urea phosphate), NC(=O)N.P(=O)([O-])([O-])[O-] (urea phosphate). Run in O (water). Yields the product P(=O)(O)(O)O.NC(=O)N (Urea Phosphate). As a reaction SMILES: [NH2:1][C:2]([NH2:4])=[O:3].[P:5]([O-:9])([O-:8])([O-:7])=[O:6]>O>[P:5]([OH:9])([OH:8])([OH:7])=[O:6].[NH2:1][C:2]([NH2:4])=[O:3] |f:0.1,3.4|. Procedure: To a 50 mL beaker was added 16 g of urea-phosphate produce as above and 22 g Milli-Q™ water. The solids were stirred with a magnetic stirrer until dissolved. This solution was subsequently added dropwise to the Colloid BP slurry at a mixing speed of 800 rpm. The dispersion quickly increased in viscosity following the addition of the urea-phosphate solution. After 10 minutes of mixing the shear thinning product was prepared. The reactants are C(C)OC(CC(CC(=O)OCC)(C1=CC(=C(C=C1)Cl)Cl)C#N)=O (3-cyano-3-(3,4-dichlorophenyl)pentanedioic acid diethyl ester), C(C)O (ethanol), N (ammonia). Reagents/catalysts: [Ni] (Raney nickel). The solvent is CO.ClCCl (methanol dichloromethane). Run at time 24 hour. Yields the product C(C)OC(CC1(CNC(C1)=O)C1=CC(=C(C=C1)Cl)Cl)=O ((3-(3,4-dichlorophenyl)-5-oxopyrrolidin-3-yl)acetic Acid Ethyl Ester). Reaction SMILES: [CH2:1]([O:3][C:4](=[O:23])[CH2:5][C:6]([C:21]#[N:22])([C:13]1[CH:18]=[CH:17][C:16]([Cl:19])=[C:15]([Cl:20])[CH:14]=1)[CH2:7][C:8](OCC)=[O:9])[CH3:2].C(O)C.N>[Ni].CO.ClCCl>[CH2:1]([O:3][C:4](=[O:23])[CH2:5][C:6]1([C:13]2[CH:18]=[CH:17][C:16]([Cl:19])=[C:15]([Cl:20])[CH:14]=2)[CH2:7][C:8](=[O:9])[NH:22][CH2:21]1)[CH3:2] |f:4.5|. Reported procedure: Combine 3-cyano-3-(3,4-dichlorophenyl)pentanedioic acid diethyl ester (32 g, 89 mmol) and ethanol (150 mL) in a Parr bottle. Add Raney nickel (100 g) and an aqueous concentrated ammonia solution (40 mL). Hydrogenate at 50 psi for 24 h. Filter through a celite pad and rinse the solids with ethanol. Evaporate the filtrate in vacuo to obtain a residue. Chromatograph the residue on silica gel eluting with 6% methanol/dichloromethane to give the title compound: Rf=0.34 (silica gel, 6% methanol/dichlo... Reactants: C1(CCCC1)C1=NC(=C2C(NC(=NN21)C=2C=C(C=CC2OCC)S(=O)(=O)Cl)=O)CC (3-(7-cyclopentyl-5-ethyl-4-oxo-3,4-dihydroimidazo[5,1-f][1,2,4]triazin-2-yl)-4-ethoxybenzenesulphonyl chloride), CN1CCNCC1 (N-methylpiperazine). Reagents/catalysts: CN(C1=CC=NC=C1)C (4-dimethylaminopyridine). Solvent: ClCCl (dichloromethane), ClCCl (dichloromethane). Run at temperature 0 celsius, time 8 hour. Yields the product C(C)OC1=C(C=C(C=C1)S(=O)(=O)N1CCN(CC1)C)C1=NN2C(C(N1)=O)=C(N=C2C2CCCC2)C (2-[2-Ethoxy-5-(4-methylpiperazine-1-sulphonyl)-phenyl]-5-methyl-7-cyclopentyl-3H- imidazo[5,1-f][1,2,4]-triazin-4-one). Isolated yield 85.8%. Reaction SMILES: [CH:1]1([C:6]2[N:14]3[C:9]([C:10](=[O:28])[NH:11][C:12]([C:15]4[CH:16]=[C:17]([S:24](Cl)(=[O:26])=[O:25])[CH:18]=[CH:19][C:20]=4[O:21][CH2:22][CH3:23])=[N:13]3)=[C:8]([CH2:29]C)[N:7]=2)[CH2:5][CH2:4][CH2:3][CH2:2]1.[CH3:31][N:32]1[CH2:37][CH2:36][NH:35][CH2:34][CH2:33]1>ClCCl.CN(C)C1C=CN=CC=1>[CH2:22]([O:21][C:20]1[CH:19]=[CH:18][C:17]([S:24]([N:35]2[CH2:36][CH2:37][N:32]([CH3:31])[CH2:33][CH2:34]2)(=[O:25])=[O:26])=[CH:16][C:15]=1[C:12]1[NH:11][C:10](=[O:28])[C:9]2=[C:8]([CH3:29])[N:7]=[C:6]([CH:1]3[CH2:2][CH2:3][CH2:4][CH2:5]3)[N:14]2[N:13]=1)[CH3:23]. Procedure: 0.42 g (0.92 mmol) of 3-(7-cyclopentyl-5-ethyl-4-oxo-3,4-dihydroimidazo[5,1-f][1,2,4]triazin-2-yl)-4-ethoxybenzenesulphonyl chloride are dissolved in 15 ml of dichloromethane and cooled to 0° C. After addition of a spatula tip of 4-dimethylaminopyridine, 0.28 g (2.76 mmol) of N-methylpiperazine are added, and the reaction mixture is stirred at room temperature overnight. The mixture is diluted with dichloromethane, the organic phase is washed with ammonium chloride solution and dried over sodium...